From a dataset of the Open Reaction Database (ORD), a public repository of structured organic reaction records. describe an organic reaction: reactants, conditions, products, and yield Reactants: FC1=CC=C(CC2N(CC3=CC=CC=C3C2)CCCN)C=C1 (3-[3-(4-fluorobenzyl)-3,4-dihydroisoquinolin-2(1H)-yl]propanamine), COC=1C=C(C=CC1)N=C=O (3-methoxyphenyl isocyanate). The product is FC1=CC=C(CC2N(CC3=CC=CC=C3C2)CCCNC(=O)NC2=CC(=CC=C2)OC)C=C1 (1-[3-[3-(4-fluorobenzyl)-3,4-dihydroisoquinolin-2(1H)-yl]propyl]-3-(3-methoxyphenyl)urea). Reaction SMILES: [F:1][C:2]1[CH:22]=[CH:21][C:5]([CH2:6][CH:7]2[CH2:16][C:15]3[C:10](=[CH:11][CH:12]=[CH:13][CH:14]=3)[CH2:9][N:8]2[CH2:17][CH2:18][CH2:19][NH2:20])=[CH:4][CH:3]=1.[CH3:23][O:24][C:25]1[CH:26]=[C:27]([N:31]=[C:32]=[O:33])[CH:28]=[CH:29][CH:30]=1>>[F:1][C:2]1[CH:22]=[CH:21][C:5]([CH2:6][CH:7]2[CH2:16][C:15]3[C:10](=[CH:11][CH:12]=[CH:13][CH:14]=3)[CH2:9][N:8]2[CH2:17][CH2:18][CH2:19][NH:20][C:32]([NH:31][C:27]2[CH:28]=[CH:29][CH:30]=[C:25]([O:24][CH3:23])[CH:26]=2)=[O:33])=[CH:4][CH:3]=1. Reported procedure: The reaction and treatment were carried out in the same manner as in Example 208 using 3-[3-(4-fluorobenzyl)-3,4-dihydroisoquinolin-2(1H)-yl]propanamine obtained in Example 214-b) as a starting material, and using 3-methoxyphenyl isocyanate instead of phenyl isocyanate to obtain a title compound as a pale yellow amorphous substance. Reactants: N1([C@@H](CCC1=O)C(=O)N1[C@H](C(=O)N[C@@H](CCCNC(N[N+](=O)[O-])=N)C(=O)O)CCC1)C(=O)OCC1=CC=CC=C1 (Z-PyroGlu-Pro-Arg(NO2)), CO (MeOH), Cl (HCl). The reagents and catalysts are [Pd] (palladium black). The solvent is O (H2O). Reaction conditions: time 5 hour. The product is N1[C@@H](CCC1=O)C(=O)N1[C@H](C(=O)N[C@@H](CCCNC(N)=N)C(=O)O)CCC1 (H-PyroGlu-Pro-Arg). Isolated yield 126.2%. RXN SMILES: [N:1]1(C(OCC2C=CC=CC=2)=O)[C:5](=[O:6])[CH2:4][CH2:3][C@H:2]1[C:7]([N:9]1[CH2:30][CH2:29][CH2:28][C@H:10]1[C:11]([NH:13][C@H:14]([C:25]([OH:27])=[O:26])[CH2:15][CH2:16][CH2:17][NH:18][C:19](=[NH:24])[NH:20][N+]([O-])=O)=[O:12])=[O:8].CO.Cl>[Pd].O>[NH:1]1[C:5](=[O:6])[CH2:4][CH2:3][C@H:2]1[C:7]([N:9]1[CH2:30][CH2:29][CH2:28][C@H:10]1[C:11]([NH:13][C@H:14]([C:25]([OH:27])=[O:26])[CH2:15][CH2:16][CH2:17][NH:18][C:19](=[NH:20])[NH2:24])=[O:12])=[O:8]. Procedure: After 0.60 g (0.87 mmol) of Z-PyroGlu-Pro-Arg(NO2)-CHA was suspended in a solvent mixture of 112.5 ml of MeOH, 35.8 ml of H2O and 1.7 ml of 1N-HCl, 1 g of palladium black was added to the suspension followed by catalytic reduction at 30° C. for 5 hours. After the reaction, the catalyst was filtered off and the solvent was removed by distillation under reduced pressure. The residue was purified through TOYOPEARL HW40F column using MeOH as a developing solvent to give 0.42 g (87.5%) of H-PyroGlu-P... Starting materials: Grignard reagent, C(C)(=O)Cl (acetyl chloride), BrC=1C=C(C=CC1)C1=CC=CC=C1 (3-bromobiphenyl), [Mg] (magnesium), [Cl-].[NH4+] (ammonium chloride). Reagents/catalysts: O.O.[Cl-].[Cd+2].[Cl-] (cadmium chloride dihydrate). Solvent: C(C)OCC (diethyl ether), C(C)OCC (diethyl ether), C(C)OCC (diethyl ether), C(C)OCC (diethyl ether), O (water). Run at temperature 12 celsius, time 8 hour. Yields the product C1=CC=C(C=C1)C2=C[C-]=CC=C2.[Mg+2].[Br-] (3-Biphenylmagnesium bromide), C1(=CC=CC=C1)C=1C=C(C=CC1)C(C)=O (3'-phenylacetophenone). Isolated yield 69.6%. Reaction SMILES: [Br:1][C:2]1[CH:3]=[C:4]([C:8]2[CH:13]=[CH:12][CH:11]=[CH:10][CH:9]=2)[CH:5]=[CH:6][CH:7]=1.[Mg:14].[C:15](Cl)(=[O:17])[CH3:16].[Cl-].[NH4+]>C(OCC)C.O.O.[Cl-].[Cd+2].[Cl-].O>[CH:11]1[CH:12]=[CH:13][C:8]([C:4]2[CH:5]=[CH:6][CH:7]=[C-:2][CH:3]=2)=[CH:9][CH:10]=1.[Mg+2:14].[Br-:1].[C:8]1([C:4]2[CH:3]=[C:2]([C:15](=[O:17])[CH3:16])[CH:7]=[CH:6][CH:5]=2)[CH:9]=[CH:10][CH:11]=[CH:12][CH:13]=1 |f:3.4,6.7.8.9.10,12.13.14|. Procedure details: 3-Biphenylmagnesium bromide was prepared according to known procedures from 100 g of 3-bromobiphenyl and 10 g of magnesium turnings in diethyl ether. To the Grignard reagent solution at 4°C was added 40 g of cadmium chloride dihydrate over a 1-hour period. The reaction mixture was heated at reflux for one hour and cooled to 12°C. To the reaction mixture then was added a solution of 32 g of acetyl chloride in diethyl ether over a period of 30 minutes. The reaction mixture was heated at reflux for... The reactants are cuprous iodide, C(N)(=O)C1=NN(C(=C1NC(C1=C(N=CC(=C1)S(=O)(=O)N1CCN(CC1)CC)OCC)=O)CC)CCOC (N-[3-Carbamoyl-5-ethyl-1-(2-methoxyethyl)-1H-pyrazol-4-yl]-2-ethoxy-5-(4-ethyl-1-piperazinyl sulfonyl) nicotinamide), C[Si](C)(C)C#C (trimethylsilylacetylene), C[Si](C)(C)C#C (trimethylsilylacetylene), C(C)#N (acetonitrile). The reagents and catalysts are Cl[Pd]([P](C1=CC=CC=C1)(C2=CC=CC=C2)C3=CC=CC=C3)([P](C4=CC=CC=C4)(C5=CC=CC=C5)C6=CC=CC=C6)Cl (Pd(PPh3)2Cl2). Run in C(C)N(CC)CC (triethylamine). Reaction conditions: time 2 hour. The product is C(CCC)OC1=NC=C(C=C1C=1NC(C=2C(N1)=C(N(N2)CCOC)CC)=O)C#C[Si](C)(C)C (5-(2-Butoxy-5-trimethylsilylethynyl-3-pyridinyl)-3-ethyl-2-(2-methoxy-ethyl)-2,6-dihydro-7H-pyrazolo[4,3-d]pyrimidin-7-one). As a reaction SMILES: [C:1]([C:4]1[C:8]([NH:9][C:10](=O)[C:11]2[CH:16]=[C:15](S(N3CCN(CC)CC3)(=O)=O)[CH:14]=[N:13][C:12]=2[O:28][CH2:29][CH3:30])=[C:7]([CH2:32][CH3:33])[N:6]([CH2:34][CH2:35][O:36][CH3:37])[N:5]=1)(=[O:3])[NH2:2].[CH3:38][Si:39]([C:42]#[CH:43])([CH3:41])[CH3:40].[C:44](#N)[CH3:45]>C(N(CC)CC)C.Cl[Pd](Cl)([P](C1C=CC=CC=1)(C1C=CC=CC=1)C1C=CC=CC=1)[P](C1C=CC=CC=1)(C1C=CC=CC=1)C1C=CC=CC=1>[CH2:29]([O:28][C:12]1[C:11]([C:10]2[NH:2][C:1](=[O:3])[C:4]3[C:8](=[C:7]([CH2:32][CH3:33])[N:6]([CH2:34][CH2:35][O:36][CH3:37])[N:5]=3)[N:9]=2)=[CH:16][C:15]([C:43]#[C:42][Si:39]([CH3:41])([CH3:40])[CH3:38])=[CH:14][N:13]=1)[CH2:30][CH2:44][CH3:45] |^1:56,75|. Procedure details: The title compound from Example 1 of PCT application IB00/1430 (127 mg, 0.25 mmol) was suspended in triethylamine (2 mL) and trimethylsilylacetylene (38 mg, 0.39 mmol) and acetonitrile (2 mL). Pd(PPh3)2Cl2 (5 mg, 0.006 mmol) and cuprous iodide (1.2 mg, 0.006 mmol) were added and the reaction mixture stirred. After 1 h a further portion of trimethylsilylacetylene (19 mg, 0.19 mmol) was added and stirring continued for 2 h. The solvent was evaporated and the residue partitioned between ethyl aceta... The reactants are COc1cc(-c2ccc3cnc(O)nn23)c(OC)nn1, CN(C)C=O, CCN(C(C)C)C(C)C, NC(=O)CN1CCC(c2ccc(N)cc2)CC1. Product: COc1cc(-c2ccc3cnc(Nc4ccc(C5CCN(CC(N)=O)CC5)cc4)nn23)c(OC)nn1. Reaction SMILES: [CH3:1][O:2][c:3]1[n:4][n:5][c:6]([O:19][CH3:20])[cH:7][c:8]1-[c:9]1[cH:10][cH:11][c:12]2[cH:13][n:14][c:15]([OH:18])[n:16][n:17]12.[CH3:30][N:31]([CH3:32])[CH:33]=[O:34].[CH:21]([N:22]([CH2:23][CH3:24])[CH:25]([CH3:26])[CH3:27])([CH3:28])[CH3:29].[NH2:35][c:36]1[cH:37][cH:38][c:39]([CH:42]2[CH2:43][CH2:44][N:45]([CH2:48][C:49](=[O:50])[NH2:51])[CH2:46][CH2:47]2)[cH:40][cH:41]1>>[CH3:1][O:2][c:3]1[n:4][n:5][c:6]([O:19][CH3:20])[cH:7][c:8]1-[c:9]1[cH:10][cH:11][c:12]2[cH:13][n:14][c:15]([NH:35][c:36]3[cH:37][cH:38][c:39]([CH:42]4[CH2:43][CH2:44][N:45]([CH2:48][C:49](=[O:50])[NH2:51])[CH2:46][CH2:47]4)[cH:40][cH:41]3)[n:16][n:17]12.